From a dataset of the Open Reaction Database (ORD), a public repository of structured organic reaction records. describe an organic reaction: reactants, conditions, products, and yield Starting materials: COc2ccc1ccccc1c2 (substrate), CC(C)C[Al](CC(C)C)c1ccccc1 (effective_coupling_partner). Reagents/catalysts: ICy. Run at temperature 90 celsius, time 24 hour. Product: c3ccc(c2ccc1ccccc1c2)cc3. Starting materials: CCO, Cl, O=C(Nc1ccccc1F)c1c[nH]c2c1C(=O)CCC2, CON, c1ccncc1. The product is CON=C1CCCc2[nH]cc(C(=O)Nc3ccccc3F)c21. Reaction SMILES: [CH3:31][CH2:32][OH:33].[ClH:27].[F:1][c:2]1[c:3]([NH:8][C:9](=[O:10])[c:11]2[cH:12][nH:13][c:14]3[c:19]2[C:18](=[O:20])[CH2:17][CH2:16][CH2:15]3)[cH:4][cH:5][cH:6][cH:7]1.[O:28]([CH3:29])[NH2:30].[cH:21]1[cH:22][cH:23][n:24][cH:25][cH:26]1>>[F:1][c:2]1[c:3]([NH:8][C:9](=[O:10])[c:11]2[cH:12][nH:13][c:14]3[c:19]2[C:18](=[N:30][O:28][CH3:29])[CH2:17][CH2:16][CH2:15]3)[cH:4][cH:5][cH:6][cH:7]1. Solvent: C(C)O (ethanol). As a reaction SMILES: Br[CH2:2][C:3]([C:5]1[O:6][C:7]2[CH:13]=[CH:12][C:11]([O:14][CH3:15])=[CH:10][C:8]=2[CH:9]=1)=O.[C:16]([NH2:19])(=[S:18])[CH3:17]>C(O)C>[CH3:15][O:14][C:11]1[CH:12]=[CH:13][C:7]2[O:6][C:5]([C:3]3[N:19]=[C:16]([CH3:17])[S:18][CH:2]=3)=[CH:9][C:8]=2[CH:10]=1. Product: COC=1C=CC2=C(C=C(O2)C=2N=C(SC2)C)C1 (5-Methoxy-2-(2-methyl-thiazol-4-yl)-benzofuran). Starting materials: BrCC(=O)C=1OC2=C(C1)C=C(C=C2)OC (2-bromo-1-(5-methoxy-benzofuran-2-yl)-ethanone), C(C)(=S)N (thioacetamide). Reported procedure: A solution of 2-bromo-1-(5-methoxy-benzofuran-2-yl)-ethanone (0.6 g, 2.2 mmol) and thioacetamide (0.4 g, 5.1 mmol) in ethanol (15 mL) were refluxed for 1hour. The reaction mixture was concentrated in vacuo and subjected to flash chromatography on silica gel (14% ethyl acetate:hexanes) to afford the title compound as a solid, (0.47 g; m.p. 136-137° C.). Reactants: CCC(=O)Cl, Nc1ncnn2c(CCCN3CCNCC3)cc(-c3ccc4cn(Cc5ccccc5)nc4c3)c12, CN(C)C=O, O. Product: CCC(=O)N1CCN(CCCc2cc(-c3ccc4cn(Cc5ccccc5)nc4c3)c3c(N)ncnn23)CC1. RXN SMILES: [C:36]([CH2:37][CH3:38])(=[O:39])[Cl:40].[CH2:1]([c:2]1[cH:3][cH:4][cH:5][cH:6][cH:7]1)[n:8]1[n:9][c:10]2[cH:11][c:12](-[c:17]3[cH:18][c:19]([CH2:27][CH2:28][CH2:29][N:30]4[CH2:31][CH2:32][NH:33][CH2:34][CH2:35]4)[n:20]4[n:21][cH:22][n:23][c:24]([NH2:26])[c:25]34)[cH:13][cH:14][c:15]2[cH:16]1.[O:42]=[CH:43][N:44]([CH3:45])[CH3:46].[OH2:41]>>[CH2:1]([c:2]1[cH:3][cH:4][cH:5][cH:6][cH:7]1)[n:8]1[n:9][c:10]2[cH:11][c:12](-[c:17]3[cH:18][c:19]([CH2:27][CH2:28][CH2:29][N:30]4[CH2:31][CH2:32][N:33]([C:36]([CH2:37][CH3:38])=[O:39])[CH2:34][CH2:35]4)[n:20]4[n:21][cH:22][n:23][c:24]([NH2:26])[c:25]34)[cH:13][cH:14][c:15]2[cH:16]1. Reaction SMILES: [C:1]([O:9]C)(=[O:8])[C:2]1[CH:7]=[CH:6][CH:5]=[N:4][CH:3]=1.C[Si](C)(C)[O-].[K+:16]>O1CCCC1>[C:1]([O-:9])(=[O:8])[C:2]1[CH:7]=[CH:6][CH:5]=[N:4][CH:3]=1.[K+:16] |f:1.2,4.5|. Procedure: The procedure of Example 1 was followed using methyl nicotinate (2.74 g, 20 mmol), potassium trimethylsilanolate (2.56 g, 20 mmol), dry tetrahydrofuran (50 mL), and a 5 h reaction time. Potassium nicotinate (2.93 g, 90% yield) was isolated as a white solid: 1H NMR (D2O, DSS) δ 7.55 (ddd, J=1.0, 5.3, 8.3 Hz, Ar--H, 1H), 8.25 (dt, J=1.9, 8.3, Ar--H, 1H), 8.93 ppm (m, Ar--H, 1H). Anal. Calcd. for C6H4KNO2 : C, 44.70; H, 2.50; N, 8.96; K, 24.26. Found: C, 42.28, 42.51, 44.97; H, 2.95, 2.74, 2.83; N,... Solvent: O1CCCC1 (tetrahydrofuran). Isolated yield 90.9%. The reactants are C(C1=CN=CC=C1)(=O)OC (methyl nicotinate), C[Si]([O-])(C)C.[K+] (potassium trimethylsilanolate). Product: C(C1=CN=CC=C1)(=O)[O-].[K+] (Potassium nicotinate). Starting materials: ClCCl, O=[Cr](=O)([O-])Cl, O=C(OCc1ccccc1)N1CCC(O)C1, c1cc[nH+]cc1. Yields the product O=C1CCN(C(=O)OCc2ccccc2)C1. RXN SMILES: [Cl:28][CH2:29][Cl:30].[O:17]=[Cr:18]([Cl:19])([O-:20])=[O:21].[OH:1][CH:2]1[CH2:3][N:4]([C:7](=[O:8])[O:9][CH2:10][c:11]2[cH:12][cH:13][cH:14][cH:15][cH:16]2)[CH2:5][CH2:6]1.[nH+:22]1[cH:23][cH:24][cH:25][cH:26][cH:27]1>>[O:1]=[C:2]1[CH2:3][N:4]([C:7](=[O:8])[O:9][CH2:10][c:11]2[cH:12][cH:13][cH:14][cH:15][cH:16]2)[CH2:5][CH2:6]1. The reagents and catalysts are NC(=O)OCC (urethane). The reactants are CC=1C(N=C=O)=CC(N=C=O)=CC1 (toluene diisocyanate), [N-]=C=O (isocyanate), OCCOC(C=C)=O (hydroxyethylacrylate), OCCOC(C=C)=O (HEA), product, polycaprolactone acrylate, polycaprolactone acrylate. Reaction SMILES: CC1C(=CC(=CC=1)N=C=O)N=C=O.[OH:14][CH2:15][CH2:16][O:17][C:18](=[O:21])[CH:19]=[CH2:20].[N-:22]=[C:23]=[O:24]>NC(OCC)=O>[C:18]([OH:21])(=[O:17])[CH:19]=[CH2:20].[NH2:22][C:23]([O:14][CH2:15][CH3:16])=[O:24] |f:4.5|. Yields the product C(C=C)(=O)O.NC(=O)OCC (Urethane Acrylate). Reaction conditions: temperature 82 celsius, time 1 hour. Procedure: An amount of toluene diisocyanate was added to a reaction vessel suspended in a room temperature water bath and stirred. The above product from Stage 1 was added incrementally to control exothermic activity. When the exothermic activity ceased the batch was heated to 82° C. and cooked for 1 hour. After the one hour cook the batch was cooled to 70° C. and polycaprolactone acrylate was added followed by an addition of hydroxyethylacrylate (HEA). A small amount of dibutyltindilaurate, a urethane ca... Reactants: C1(=CC=CC=C1)C1(COC2=C1C=CC=C2)CCN(C)C(=O)OCC(Cl)(Cl)Cl (2-(3-phenyl-2,3-dihydrobenzofuran-3-yl)-N-(2,2,2- trichloroethoxycarbonyl)-N-methylethylamine). Reagents/catalysts: [Zn] (zinc). Run in C(C)(=O)O (acetic acid), C(Cl)Cl (CH2Cl2). Conditions: time 1 hour. Yields the product Cl.C1(=CC=CC=C1)C1(COC2=C1C=CC=C2)CCNC (2-(3-Phenyl-2,3-dihydrobenzofuran-3-yl)-N-methylethylamine hydrochloride). The yield is 81.8%. Reaction SMILES: [C:1]1([C:7]2([CH2:16][CH2:17][N:18](C(OCC(Cl)(Cl)[Cl:25])=O)[CH3:19])[C:11]3[CH:12]=[CH:13][CH:14]=[CH:15][C:10]=3[O:9][CH2:8]2)[CH:6]=[CH:5][CH:4]=[CH:3][CH:2]=1>C(O)(=O)C.C(Cl)Cl.[Zn]>[ClH:25].[C:1]1([C:7]2([CH2:16][CH2:17][NH:18][CH3:19])[C:11]3[CH:12]=[CH:13][CH:14]=[CH:15][C:10]=3[O:9][CH2:8]2)[CH:2]=[CH:3][CH:4]=[CH:5][CH:6]=1 |f:4.5|. Reported procedure: Activated zinc (14 g, 215 mmole) was added in several portions to a solution of 22 g (54.4 mmole) of 2-(3-phenyl-2,3-dihydrobenzofuran-3-yl)-N-(2,2,2- trichloroethoxycarbonyl)-N-methylethylamine in 125 ml of glacial acetic acid under N2 while cooling the mixture with a water bath. After 1 hour at room temperature, the reaction mixture was diluted with 600 ml CH2Cl2 and filtered through celite, and the solids were washed with CH2Cl2. The combined organics were evaporated to dryness and the result... Starting materials: N1(CCOCC1)C=1N=C(NC(C1)=O)CC(=O)[O-].[Na+] (sodium [4-(morpholin-4-yl)-6-oxo-1,6-dihydropyrimidin-2-yl]acetate), C(C)OC=1C=C(N)C=CC1 (3-ethoxyaniline). The product is C(C)OC=1C=C(C=CC1)NC(CC=1NC(C=C(N1)N1CCOCC1)=O)=O (N-(3-ethoxyphenyl)-2-[4-(morpholin-4-yl)-6-oxo-1,6-dihydropyrimidin-2-yl]acetamide). Yield: 68.5%. Reaction SMILES: [N:1]1([C:7]2[N:8]=[C:9]([CH2:14][C:15]([O-:17])=O)[NH:10][C:11](=[O:13])[CH:12]=2)[CH2:6][CH2:5][O:4][CH2:3][CH2:2]1.[Na+].[CH2:19]([O:21][C:22]1[CH:23]=[C:24]([CH:26]=[CH:27][CH:28]=1)[NH2:25])[CH3:20]>>[CH2:19]([O:21][C:22]1[CH:23]=[C:24]([NH:25][C:15](=[O:17])[CH2:14][C:9]2[NH:10][C:11](=[O:13])[CH:12]=[C:7]([N:1]3[CH2:2][CH2:3][O:4][CH2:5][CH2:6]3)[N:8]=2)[CH:26]=[CH:27][CH:28]=1)[CH3:20] |f:0.1|. Procedure details: The product is prepared according to the procedure described in Example 5, using 250 mg of sodium [4-(morpholin-4-yl)-6-oxo-1,6-dihydropyrimidin-2-yl]acetate and 540 mg of 3-ethoxyaniline in place of the 2,4-difluoroaniline. 235 mg of N-(3-ethoxyphenyl)-2-[4-(morpholin-4-yl)-6-oxo-1,6-dihydropyrimidin-2-yl]acetamide are obtained in the form of a white solid, the characteristics of which are the following: